This data is from the Open Reaction Database (ORD), a public repository of structured organic reaction records. The task is: describe an organic reaction: reactants, conditions, products, and yield Reactants: O(C=1C=CC=2NC=CC2C1)C. The reagents and catalysts are O1B(OC(C)(C)C1(C)C)B2OC(C)(C)C(O2)(C)C, [Ni](=C1N(C=CN1C=2C(=CC(=CC2C)C)C)C=3C(=CC(=CC3C)C)C)=C4N(C=CN4C=5C(=CC(=CC5C)C)C)C=6C(=CC(=CC6C)C)C. The solvent is CCCCCC. Conditions: temperature 60 celsius, time 4 hour. The product is O(C=1C=CC=2NC=C(B3OC(C)(C)C(O3)(C)C)C2C1)C. Yield: 63.0%. The reactants are BrB(Br)Br, COc1ccc2c(c1)CCC(CN1CCC(O)(Cc3ccc(C)cc3)CC1)C2, CO, ClCCl, ClCCl, [Na+], O=C([O-])O, O. The product is Cc1ccc(CC2(O)CCN(CC3CCc4cc(O)ccc4C3)CC2)cc1. RXN SMILES: [B:29]([Br:30])([Br:31])[Br:32].[CH3:1][O:2][c:3]1[cH:4][c:5]2[c:10]([cH:11][cH:12]1)[CH2:9][CH:8]([CH2:13][N:14]1[CH2:15][CH2:16][C:17]([OH:20])([CH2:21][c:22]3[cH:23][cH:24][c:25]([CH3:28])[cH:26][cH:27]3)[CH2:18][CH2:19]1)[CH2:7][CH2:6]2.[CH3:36][OH:37].[Cl:33][CH2:34][Cl:35].[Cl:43][CH2:44][Cl:45].[Na+:42].[O-:38][C:39]([OH:40])=[O:41].[OH2:46]>>[OH:2][c:3]1[cH:4][c:5]2[c:10]([cH:11][cH:12]1)[CH2:9][CH:8]([CH2:13][N:14]1[CH2:15][CH2:16][C:17]([OH:20])([CH2:21][c:22]3[cH:23][cH:24][c:25]([CH3:28])[cH:26][cH:27]3)[CH2:18][CH2:19]1)[CH2:7][CH2:6]2. The reactants are CCCOCCn1c(=O)c(N2CCN(CC(=O)OC(C)(C)C)CC2)nc2cnc(-c3ccc(OC)nc3)cc21, ClCCl, O=C(O)C(F)(F)F. The product is CCCOCCn1c(=O)c(N2CCN(CC(=O)O)CC2)nc2cnc(-c3ccc(OC)nc3)cc21. Reaction SMILES: [CH3:1][O:2][c:3]1[cH:4][cH:5][c:6](-[c:9]2[cH:10][c:11]3[c:12]([n:13][c:14]([N:24]4[CH2:25][CH2:26][N:27]([CH2:30][C:31](=[O:32])[O:33][C:34]([CH3:35])([CH3:36])[CH3:37])[CH2:28][CH2:29]4)[c:15](=[O:23])[n:16]3[CH2:17][CH2:18][O:19][CH2:20][CH2:21][CH3:22])[cH:38][n:39]2)[cH:7][n:8]1.[Cl:47][CH2:48][Cl:49].[OH:40][C:41]([C:42]([F:43])([F:44])[F:45])=[O:46]>>[CH3:1][O:2][c:3]1[cH:4][cH:5][c:6](-[c:9]2[cH:10][c:11]3[c:12]([n:13][c:14]([N:24]4[CH2:25][CH2:26][N:27]([CH2:30][C:31](=[O:32])[OH:33])[CH2:28][CH2:29]4)[c:15](=[O:23])[n:16]3[CH2:17][CH2:18][O:19][CH2:20][CH2:21][CH3:22])[cH:38][n:39]2)[cH:7][n:8]1. Reactants: ClC1=NC=C(C(=N1)N(C1=CC(=CC=C1)[N+](=O)[O-])C)F (2-chloro-5-fluoro-N-methyl-N-(3-nitrophenyl)pyrimidin-4-amine), COCCOCOCCOC1=CC=C(N)C=C1 (4-(2-((2-methoxyethoxy)methoxy)ethoxy)aniline). Product: FC=1C(=NC(=NC1)NC1=CC=C(C=C1)OCCOCOCCOC)N(C=1C=C(C=CC1)NC(C=C)=O)C (N-(3-((5-fluoro-2-((4-(2-((2-methoxyethoxy)methoxy)ethoxy)phenyl)amino)pyrimidin-4-yl)(methyl)amino)phenyl)acrylamide). As a reaction SMILES: Cl[C:2]1[N:7]=[C:6]([N:8]([CH3:18])[C:9]2[CH:14]=[CH:13][CH:12]=[C:11]([N+:15]([O-])=O)[CH:10]=2)[C:5]([F:19])=[CH:4][N:3]=1.[CH3:20][O:21][CH2:22][CH2:23][O:24][CH2:25][O:26][CH2:27][CH2:28][O:29][C:30]1[CH:36]=[CH:35][C:33]([NH2:34])=[CH:32][CH:31]=1>>[F:19][C:5]1[C:6]([N:8]([CH3:18])[C:9]2[CH:10]=[C:11]([NH:15][C:30](=[O:29])[CH:31]=[CH2:32])[CH:12]=[CH:13][CH:14]=2)=[N:7][C:2]([NH:34][C:33]2[CH:32]=[CH:31][C:30]([O:29][CH2:28][CH2:27][O:26][CH2:25][O:24][CH2:23][CH2:22][O:21][CH3:20])=[CH:36][CH:35]=2)=[N:3][CH:4]=1. Reported procedure: Synthesis of I-24 was performed as described for I-3 (Example 1) using 2-chloro-5-fluoro-N-methyl-N-(3-nitrophenyl)pyrimidin-4-amine in place of 2-chloro-5-fluoro-N-(3-nitrophenyl)pyrimidin-4-amine and 4-(2-((2-methoxyethoxy)methoxy)ethoxy)aniline in place of 4-[(2-methoxyethoxy)methoxy]aniline. M+1=423.9. 1H NMR (DMSO-d6, 400 MHz) 3.44 (s, 3H), 3.664-3.688 (t, 2H, J=4.8), 3.900-3.924 (t, 2H, J=4.8), 5.754-5.779 (d, 1H, J=10), 6.232-6.274 (d, 1H, J=16.8), 6.385-6.453 (m, 2H), 6.810-6.832 (d, 1H,... The reactants are CC#N, Nc1ccc(Cl)cn1, O=C=NC(=O)c1c(F)cccc1Cl. Product: O=C(NC(=O)c1c(F)cccc1Cl)Nc1ccc(Cl)cn1. As a reaction SMILES: [CH3:22][C:23]#[N:24].[Cl:1][c:2]1[cH:3][cH:4][c:5]([NH2:8])[n:6][cH:7]1.[Cl:9][c:10]1[c:11]([C:12](=[O:13])[N:14]=[C:15]=[O:16])[c:17]([F:21])[cH:18][cH:19][cH:20]1>>[Cl:1][c:2]1[cH:3][cH:4][c:5]([NH:8][C:15]([NH:14][C:12]([c:11]2[c:10]([Cl:9])[cH:20][cH:19][cH:18][c:17]2[F:21])=[O:13])=[O:16])[n:6][cH:7]1. Reactants: COc1ccc(CCl)cc1, Cc1c(C)c2c(c(C)c1O)C(c1ccc(C(C)C)cc1)C(C)(C)O2. The product is COc1ccc(COc2c(C)c(C)c3c(c2C)C(c2ccc(C(C)C)cc2)C(C)(C)O3)cc1. As a reaction SMILES: [CH3:25][O:26][c:27]1[cH:28][cH:29][c:30]([CH2:31][Cl:32])[cH:33][cH:34]1.[CH:1]([CH3:2])([CH3:3])[c:4]1[cH:5][cH:6][c:7]([CH:10]2[C:11]([CH3:23])([CH3:24])[O:12][c:13]3[c:14]2[c:15]([CH3:22])[c:16]([OH:21])[c:17]([CH3:20])[c:18]3[CH3:19])[cH:8][cH:9]1>>[CH:1]([CH3:2])([CH3:3])[c:4]1[cH:5][cH:6][c:7]([CH:10]2[C:11]([CH3:23])([CH3:24])[O:12][c:13]3[c:14]2[c:15]([CH3:22])[c:16]([O:21][CH2:31][c:30]2[cH:29][cH:28][c:27]([O:26][CH3:25])[cH:34][cH:33]2)[c:17]([CH3:20])[c:18]3[CH3:19])[cH:8][cH:9]1.